This data is from the Open Reaction Database (ORD), a public repository of structured organic reaction records. The task is: describe an organic reaction: reactants, conditions, products, and yield The reactants are CC(=O)O[BH-](OC(C)=O)OC(C)=O, CC(=O)O, O=CC1CCCCC1, CCc1cc(Oc2cccc(NCC(O)C(F)(F)F)c2)ccc1Cl, [Na+], C1CCOC1. The product is CCc1cc(Oc2cccc(N(CC3CCCCC3)CC(O)C(F)(F)F)c2)ccc1Cl. Reaction SMILES: [C:33]([O:34][BH-:35]([O:36][C:37](=[O:38])[CH3:39])[O:40][C:41](=[O:42])[CH3:43])(=[O:44])[CH3:45].[CH3:47][C:48](=[O:49])[OH:50].[CH:25]1([CH:31]=[O:32])[CH2:26][CH2:27][CH2:28][CH2:29][CH2:30]1.[Cl:1][c:2]1[c:3]([CH2:23][CH3:24])[cH:4][c:5]([O:6][c:7]2[cH:8][c:9]([NH:13][CH2:14][CH:15]([C:16]([F:17])([F:18])[F:19])[OH:20])[cH:10][cH:11][cH:12]2)[cH:21][cH:22]1.[Na+:46].[O:51]1[CH2:52][CH2:53][CH2:54][CH2:55]1>>[Cl:1][c:2]1[c:3]([CH2:23][CH3:24])[cH:4][c:5]([O:6][c:7]2[cH:8][c:9]([N:13]([CH2:14][CH:15]([C:16]([F:17])([F:18])[F:19])[OH:20])[CH2:31][CH:25]3[CH2:26][CH2:27][CH2:28][CH2:29][CH2:30]3)[cH:10][cH:11][cH:12]2)[cH:21][cH:22]1. The reactants are O=C([O-])[O-], CN1CCNCC1, CC(C)=O, ClCCCCBr, [K+], [K+]. Yields the product CN1CCN(CCCCCl)CC1. As a reaction SMILES: [C:8](=[O:9])([O-:10])[O-:11].[CH3:1][N:2]1[CH2:3][CH2:4][NH:5][CH2:6][CH2:7]1.[CH3:20][C:21](=[O:22])[CH3:23].[Cl:14][CH2:15][CH2:16][CH2:17][CH2:18][Br:19].[K+:12].[K+:13]>>[CH3:1][N:2]1[CH2:3][CH2:4][N:5]([CH2:18][CH2:17][CH2:16][CH2:15][Cl:14])[CH2:6][CH2:7]1. Reactants: Cl.C(C)(=O)OCC (Hydrochloric acid ethyl acetate), CN1CCN(CC1)C(=O)OCC1CC=CCC1C(=O)NCCCCCCCCCCCCCCCCCC ({6-[(octadecylamino)carbonyl]-3-cyclohexenyl}methyl 4-methyltetrahydro-1(2H)-pyrazinecarboxylate). The solvent is C(C)(=O)OCC (ethyl acetate). Run at time 10 minute. Product: Cl.CN1CCN(CC1)C(=O)OCC1CC=CCC1C(=O)NCCCCCCCCCCCCCCCCCC ({6-[(Octadecylamino)carbonyl]-3-cyclohexenyl}methyl 4-methyltetrahydro-1(2H)-pyrazinecarboxylate hydrochloride). RXN SMILES: [ClH:1].C(OCC)(=O)C.[CH3:8][N:9]1[CH2:14][CH2:13][N:12]([C:15]([O:17][CH2:18][CH:19]2[CH:24]([C:25]([NH:27][CH2:28][CH2:29][CH2:30][CH2:31][CH2:32][CH2:33][CH2:34][CH2:35][CH2:36][CH2:37][CH2:38][CH2:39][CH2:40][CH2:41][CH2:42][CH2:43][CH2:44][CH3:45])=[O:26])[CH2:23][CH:22]=[CH:21][CH2:20]2)=[O:16])[CH2:11][CH2:10]1>C(OCC)(=O)C>[ClH:1].[CH3:8][N:9]1[CH2:10][CH2:11][N:12]([C:15]([O:17][CH2:18][CH:19]2[CH:24]([C:25]([NH:27][CH2:28][CH2:29][CH2:30][CH2:31][CH2:32][CH2:33][CH2:34][CH2:35][CH2:36][CH2:37][CH2:38][CH2:39][CH2:40][CH2:41][CH2:42][CH2:43][CH2:44][CH3:45])=[O:26])[CH2:23][CH:22]=[CH:21][CH2:20]2)=[O:16])[CH2:13][CH2:14]1 |f:0.1,4.5|. Reported procedure: 4N Hydrochloric acid/ethyl acetate solution (11.5 ml) was added to a solution of {6-[(octadecylamino)carbonyl]-3-cyclohexenyl}methyl 4-methyltetrahydro-1(2H)-pyrazinecarboxylate (16.43 g) in ethyl acetate (150 ml). After being stirred for 10 minutes at room temperature, the reaction mixture was concentrated. The residue was recrystallized with ethyl acetate-ethanol mixed solution, thereby yielding the entitled compound (14.69 g) as white solid. Reactants: Cc1cc(C)cc(N)c1, CCOC(C)=O, O=[N+]([O-])c1ccc(O)cc1F. Product: Cc1cc(C)cc(Nc2cc(O)ccc2[N+](=O)[O-])c1. Reaction SMILES: [CH3:12][c:13]1[cH:14][c:15]([NH2:16])[cH:17][c:18]([CH3:20])[cH:19]1.[CH3:21][CH2:22][O:23][C:24](=[O:25])[CH3:26].[F:1][c:2]1[cH:3][c:4]([OH:11])[cH:5][cH:6][c:7]1[N+:8](=[O:9])[O-:10]>>[c:2]1([NH:16][c:15]2[cH:14][c:13]([CH3:12])[cH:19][c:18]([CH3:20])[cH:17]2)[cH:3][c:4]([OH:11])[cH:5][cH:6][c:7]1[N+:8](=[O:9])[O-:10]. Yield: 97.4%. Reaction conditions: time 18 hour. The reactants are O1C=2C(C3=CC=CC=C3C21)O (epoxy indenol), ClCl (Cl2), C1=CC=[NH+]C=C1.C1=CC=[NH+]C=C1.[O-][Cr](=O)(=O)O[Cr](=O)(=O)[O-] (PDC). Product: C1(C=CC2=CC=CC=C12)=O (indene-1-one). Procedure: To a solution of epoxy indenol 6 (0.24 g, 1.42 mmol) in 40 mL of CH2 Cl2, were added 2.16 g of oven dried Celite and PDC (2.16 g, 4 eq) at rt. After stirring at rt for 18 hr, the mixture was passed through 2 cm of flash silica gel pad, washed with 5% MeOH in CH2Cl2 (50 mL). The filtrate was concentrated and chromatographed with 35% EtOAc in hexane to give 0.18 g (75%) of indene-1-one 7 as colorless oil. The compound was identical with the literature by NMR (A. R. Daniewski; J. Kiegoel, J. Org. C... As a reaction SMILES: [O:1]1[C:10]2[C:9]3[C:4](=[CH:5][CH:6]=[CH:7][CH:8]=3)[CH:3](O)[C:2]1=2.ClCl.C1C=C[NH+]=CC=1.C1C=C[NH+]=CC=1.[O-][Cr](O[Cr]([O-])(=O)=O)(=O)=O>>[C:10]1(=[O:1])[C:9]2[C:4](=[CH:5][CH:6]=[CH:7][CH:8]=2)[CH:3]=[CH:2]1 |f:2.3.4|. The reactants are CC(C)CC(OC(=O)CN(C)C(=O)CN(C)C(=O)OC(C)(C)C)C(=O)N1CCN(C(=O)OCc2ccccc2)CC1, CO. The product is CC(C)CC(OC(=O)CN(C)C(=O)CN(C)C(=O)OC(C)(C)C)C(=O)N1CCNCC1. RXN SMILES: [CH2:1]([O:2][C:3](=[O:4])[N:11]1[CH2:12][CH2:13][N:14]([C:17]([CH:18]([CH2:19][CH:20]([CH3:21])[CH3:22])[O:23][C:24]([CH2:25][N:26]([CH3:27])[C:28]([CH2:29][N:30]([CH3:31])[C:32](=[O:33])[O:34][C:35]([CH3:36])([CH3:37])[CH3:38])=[O:39])=[O:40])=[O:41])[CH2:15][CH2:16]1)[c:5]1[cH:6][cH:7][cH:8][cH:9][cH:10]1.[CH3:42][OH:43]>>[NH:11]1[CH2:12][CH2:13][N:14]([C:17]([CH:18]([CH2:19][CH:20]([CH3:21])[CH3:22])[O:23][C:24]([CH2:25][N:26]([CH3:27])[C:28]([CH2:29][N:30]([CH3:31])[C:32](=[O:33])[O:34][C:35]([CH3:36])([CH3:37])[CH3:38])=[O:39])=[O:40])=[O:41])[CH2:15][CH2:16]1. Procedure: In an analogous manner as described for example 1 the reductive amination of (5R,6R)-5-(5-amino-2-fluoro-phenyl)-6-fluoro-5-methyl-2,5,6,7-tetrahydro-1,4-oxazepin-3-ylamine (intermediate A10B) (20 mg, 78.4 μmol) and dihydro-2H-pyran-3(4H)-one (CAS [23462-75-1]) (8.63 mg, 86.2 μmol) yielded the title compound (13.2 mg, 49.6%) as a colorless solid. MS (ISP): m/z=340.2 [M+H]+. Starting materials: NC=1C=CC(=C(C1)[C@]1(N=C(COC[C@@H]1F)N)C)F ((5R,6R)-5-(5-amino-2-fluoro-phenyl)-6-fluoro-5-methyl-2,5,6,7-tetrahydro-1,4-oxazepin-3-ylamine), O1CC(CCC1)=O (dihydro-2H-pyran-3(4H)-one). Reaction SMILES: [NH2:1][C:2]1[CH:3]=[CH:4][C:5]([F:18])=[C:6]([C@:8]2([CH3:17])[C@@H:14]([F:15])[CH2:13][O:12][CH2:11][C:10]([NH2:16])=[N:9]2)[CH:7]=1.[O:19]1[CH2:24][CH2:23][CH2:22][C:21](=O)[CH2:20]1>>[F:15][C@H:14]1[CH2:13][O:12][CH2:11][C:10]([NH2:16])=[N:9][C@@:8]1([C:6]1[CH:7]=[C:2]([NH:1][CH:21]2[CH2:22][CH2:23][CH2:24][O:19][CH2:20]2)[CH:3]=[CH:4][C:5]=1[F:18])[CH3:17]. The product is F[C@@H]1[C@@](N=C(COC1)N)(C)C1=C(C=CC(=C1)NC1COCCC1)F ((5R,6R)-6-Fluoro-5-[2-fluoro-5-(tetrahydro-pyran-3-ylamino)-phenyl]-5-methyl-2,5,6,7-tetrahydro-[1,4]oxazepin-3-ylamine). Yield: 49.6%.